From a dataset of the Open Reaction Database (ORD), a public repository of structured organic reaction records. describe an organic reaction: reactants, conditions, products, and yield The reactants are ClC=1C=CC=C2N=C(C(NC12)=O)CC (8-chloro-3-ethylquinoxalin-2(1H)-one), O=P(Cl)(Cl)Cl (POCl3). Yields the product ClC=1C(=NC2=CC=CC(=C2N1)Cl)CC (3,5-dichloro-2-ethylquinoxaline). Yield: 77.2%. RXN SMILES: [Cl:1][C:2]1[CH:3]=[CH:4][CH:5]=[C:6]2[C:11]=1[NH:10][C:9](=O)[C:8]([CH2:13][CH3:14])=[N:7]2.O=P(Cl)(Cl)[Cl:17]>>[Cl:17][C:9]1[C:8]([CH2:13][CH3:14])=[N:7][C:6]2[C:11]([N:10]=1)=[C:2]([Cl:1])[CH:3]=[CH:4][CH:5]=2. Procedure details: A thick slurry of 8-chloro-3-ethylquinoxalin-2(1H)-one (1.00 Kg, 4.79 mol) in POCl3 (2.68 L, 28.8 mol) was stirred at 100° C. for 2 h. At this time LC-MS analysis showed that the reaction was complete. After the removal of most of the POCl3 under reduced pressure, the residue was poured carefully into ice-water and neutralized with a combination of 2M aq. NaOH and saturated aq. NaHCO3. The resulting suspension was extracted with DCM (3×4 L). The organic phase was washed with brine, dried over an... Starting materials: FC1=C(C(=O)O)C=CC(=C1)C1=COC2=C1C=C(C=C2)C=2OC(=NN2)C (2-fluoro-4-[5-(5-methyl-1,3,4-oxadiazol-2-yl)-1-benzofuran-3-yl]benzoic acid), N1CCCC1 (pyrrolidine). The product is FC=1C=C(C=CC1C(=O)N1CCCC1)C1=COC2=C1C=C(C=C2)C=2OC(=NN2)C (2-[3-[3-fluoro-4-(pyrrolidin-1-ylcarbonyl)phenyl]-1-benzofuran-5-yl]-5-methyl-1,3,4-oxadiazole). Yield: 53.0%. As a reaction SMILES: [F:1][C:2]1[CH:10]=[C:9]([C:11]2[C:15]3[CH:16]=[C:17]([C:20]4[O:21][C:22]([CH3:25])=[N:23][N:24]=4)[CH:18]=[CH:19][C:14]=3[O:13][CH:12]=2)[CH:8]=[CH:7][C:3]=1[C:4](O)=[O:5].[NH:26]1[CH2:30][CH2:29][CH2:28][CH2:27]1>>[F:1][C:2]1[CH:10]=[C:9]([C:11]2[C:15]3[CH:16]=[C:17]([C:20]4[O:21][C:22]([CH3:25])=[N:23][N:24]=4)[CH:18]=[CH:19][C:14]=3[O:13][CH:12]=2)[CH:8]=[CH:7][C:3]=1[C:4]([N:26]1[CH2:30][CH2:29][CH2:28][CH2:27]1)=[O:5]. Procedure details: In the same manner as in Example 117 and using 2-fluoro-4-[5-(5-methyl-1,3,4-oxadiazol-2-yl)-1-benzofuran-3-yl]benzoic acid instead of 3-[5-(2,3-dihydro-1-benzofuran-5-yl)-1,3,4-oxadiazol-2-yl]propionic acid and using pyrrolidine instead of N,O-dimethylhydroxyamine hydrochloride, the title compound (yield 53%) was obtained as colorless crystals. Reactants: COC(=O)c1c(F)cccc1-c1ccc(C(C)(C)NC(=O)OCc2ccccc2)cc1, CCO, [H][H]. The product is COC(=O)c1c(F)cccc1-c1ccc(C(C)(C)N)cc1. RXN SMILES: [CH2:1]([O:2][C:3](=[O:4])[NH:11][C:12]([CH3:13])([CH3:14])[c:15]1[cH:16][cH:17][c:18](-[c:21]2[c:22]([C:28](=[O:29])[O:30][CH3:31])[c:23]([F:27])[cH:24][cH:25][cH:26]2)[cH:19][cH:20]1)[c:5]1[cH:6][cH:7][cH:8][cH:9][cH:10]1.[CH3:34][CH2:35][OH:36].[H:32][H:33]>>[NH2:11][C:12]([CH3:13])([CH3:14])[c:15]1[cH:16][cH:17][c:18](-[c:21]2[c:22]([C:28](=[O:29])[O:30][CH3:31])[c:23]([F:27])[cH:24][cH:25][cH:26]2)[cH:19][cH:20]1. The reactants are COCC(CC)N1C=C(C=2C(NC=CC21)=O)C2=CC=C(C#N)C=C2 (4-(1-(1-methoxybutan-2-yl)-4-oxo-4,5-dihydro-1H-pyrrolo[3,2-c]pyridin-3-yl)benzonitrile), C([O-])([O-])=O.[K+].[K+] (potassium carbonate), OO (hydrogen peroxide). Solvent: O (water), CS(=O)C (DMSO). Reaction conditions: time 8 hour. The product is COCC(CC)N1C=C(C=2C(NC=CC21)=O)C2=CC=C(C(=O)N)C=C2 (4-(1-(1-methoxybutan-2-yl)-4-oxo-4,5-dihydro-1H-pyrrolo[3,2-c]pyridin-3-yl)benzamide). Isolated yield 85.7%. Reaction SMILES: [CH3:1][O:2][CH2:3][CH:4]([N:7]1[C:15]2[CH:14]=[CH:13][NH:12][C:11](=[O:16])[C:10]=2[C:9]([C:17]2[CH:24]=[CH:23][C:20]([C:21]#[N:22])=[CH:19][CH:18]=2)=[CH:8]1)[CH2:5][CH3:6].C(=O)([O-])[O-:26].[K+].[K+].OO>CS(C)=O.O>[CH3:1][O:2][CH2:3][CH:4]([N:7]1[C:15]2[CH:14]=[CH:13][NH:12][C:11](=[O:16])[C:10]=2[C:9]([C:17]2[CH:18]=[CH:19][C:20]([C:21]([NH2:22])=[O:26])=[CH:23][CH:24]=2)=[CH:8]1)[CH2:5][CH3:6] |f:1.2.3|. Procedure details: To a solution of 4-(1-(1-methoxybutan-2-yl)-4-oxo-4,5-dihydro-1H-pyrrolo[3,2-c]pyridin-3-yl)benzonitrile (20.0 mg) obtained in Example 24 in DMSO (0.5 mL) was added potassium carbonate (10.3 mg) at 0° C., 30% aqueous hydrogen peroxide (0.019 mL) was added thereto, and the mixture was stirred overnight at room temperature. The reaction mixture was diluted with water, and the mixture was extracted with ethyl acetate. The organic layer was washed with saturated brine, dried over anhydrous sodium su... Reactants: O=C1c2ccccc2C(=O)N1CCCBr, CC(=O)Nc1ccc(-c2cc(=O)c3c(N)c(F)cc(F)c3o2)cc1F, CN(C)C=O, [Cl-], [H-], [I-], [NH4+], [Na+], [Na+]. The product is CC(=O)N(CCCN1C(=O)c2ccccc2C1=O)c1ccc(-c2cc(=O)c3c(N)c(F)cc(F)c3o2)cc1F. Reaction SMILES: [Br:28][CH2:29][CH2:30][CH2:31][N:32]1[C:33](=[O:42])[c:34]2[c:35]([cH:38][cH:39][cH:40][cH:41]2)[C:36]1=[O:37].[C:1]([CH3:2])(=[O:3])[NH:4][c:5]1[c:6]([F:25])[cH:7][c:8](-[c:11]2[o:12][c:13]3[c:14]([c:15](=[O:17])[cH:16]2)[c:18]([NH2:24])[c:19]([F:23])[cH:20][c:21]3[F:22])[cH:9][cH:10]1.[CH3:47][N:48]([CH3:49])[CH:50]=[O:51].[Cl-:45].[H-:26].[I-:44].[NH4+:46].[Na+:27].[Na+:43]>>[C:1]([CH3:2])(=[O:3])[N:4]([c:5]1[c:6]([F:25])[cH:7][c:8](-[c:11]2[o:12][c:13]3[c:14]([c:15](=[O:17])[cH:16]2)[c:18]([NH2:24])[c:19]([F:23])[cH:20][c:21]3[F:22])[cH:9][cH:10]1)[CH2:29][CH2:30][CH2:31][N:32]1[C:33](=[O:42])[c:34]2[c:35]([cH:38][cH:39][cH:40][cH:41]2)[C:36]1=[O:37].